From a dataset of the Open Reaction Database (ORD), a public repository of structured organic reaction records. describe an organic reaction: reactants, conditions, products, and yield Reactants: ClC=1C=CC(=NC1)C(=O)O (5-chloro-2-pyridinecarboxylic acid), Cl.CN(CCCN=C=NCC)C (N-(3-dimethylaminopropyl)-N′-ethylcarbodiimide hydrochloride), ON1N=NC2=C1C=CC=C2 (1-hydroxybenzotriazole), C(C)(C)N(C(C)C)CC (N,N-diisopropylethylamine), C(C)(C)(C)OC(NC=1OC[C@@]2(C3=CC(=CC=C3OC(C23COC3)(C)C)N)N1)=O (tert-butyl[(4S)-6′-amino-2′,2′-dimethyldispiro[1,3-oxazole-4,4′-chromene-3′,3″-oxetan]-2-yl]carbamate). The solvent is C(Cl)Cl (CH2Cl2). Run at time 8 hour. Yields the product C(C)(C)(C)OC(NC=1OC[C@@]2(C3=CC(=CC=C3OC(C23COC3)(C)C)NC(=O)C3=NC=C(C=C3)Cl)N1)=O (tert-butyl[(4S)-6′-{[(5-chloropyridin-2-yl)carbonyl]amino}-2′,2′-dimethyldispiro[1,3-oxazole-4,4′-chromene-3′,3″-oxetan]-2-yl]carbamate). Yield: 75.0%. RXN SMILES: [C:1]([O:5][C:6](=[O:28])[NH:7][C:8]1[O:9][CH2:10][C@@:11]2([N:27]=1)[C:20]1([CH2:23][O:22][CH2:21]1)[C:19]([CH3:25])([CH3:24])[O:18][C:17]1[C:12]2=[CH:13][C:14]([NH2:26])=[CH:15][CH:16]=1)([CH3:4])([CH3:3])[CH3:2].[Cl:29][C:30]1[CH:31]=[CH:32][C:33]([C:36](O)=[O:37])=[N:34][CH:35]=1.Cl.CN(C)CCCN=C=NCC.ON1C2C=CC=CC=2N=N1.C(N(CC)C(C)C)(C)C>C(Cl)Cl>[C:1]([O:5][C:6](=[O:28])[NH:7][C:8]1[O:9][CH2:10][C@@:11]2([N:27]=1)[C:20]1([CH2:23][O:22][CH2:21]1)[C:19]([CH3:25])([CH3:24])[O:18][C:17]1[C:12]2=[CH:13][C:14]([NH:26][C:36]([C:33]2[CH:32]=[CH:31][C:30]([Cl:29])=[CH:35][N:34]=2)=[O:37])=[CH:15][CH:16]=1)([CH3:4])([CH3:2])[CH3:3] |f:2.3|. Reported procedure: To a mixture of tert-butyl[(4S)-6′-amino-2′,2′-dimethyldispiro[1,3-oxazole-4,4′-chromene-3′,3″-oxetan]-2-yl]carbamate (1.00 g, 2.57 mmol) and CH2Cl2 (10 mL) were added 5-chloro-2-pyridinecarboxylic acid (526 mg, 3.34 mmol), N-(3-dimethylaminopropyl)-N′-ethylcarbodiimide hydrochloride (640 mg, 3.34 mmol), 1-hydroxybenzotriazole (451 mg, 3.34 mmol) and N,N-diisopropylethylamine (0.571 mL, 3.34 mmol) at ambient temperature. After stirring overnight at the same temperature, the reaction mixture was ... The reactants are CC(=O)O, CN1CCC2CCc3ccncc3C21, CCCCCCCCCCI. The product is CCCCCCCCCC[n+]1ccc2c(c1)C1C(CC2)CCN1C, [I-]. Reaction SMILES: [C:26]([OH:27])(=[O:28])[CH3:29].[CH3:1][N:2]1[CH2:3][CH2:4][CH:5]2[CH2:6][CH2:7][c:8]3[cH:9][cH:10][n:11][cH:12][c:13]3[CH:14]12.[I:15][CH2:16][CH2:17][CH2:18][CH2:19][CH2:20][CH2:21][CH2:22][CH2:23][CH2:24][CH3:25]>>[CH3:1][N:2]1[CH2:3][CH2:4][CH:5]2[CH2:6][CH2:7][c:8]3[cH:9][cH:10][n+:11]([CH2:16][CH2:17][CH2:18][CH2:19][CH2:20][CH2:21][CH2:22][CH2:23][CH2:24][CH3:25])[cH:12][c:13]3[CH:14]12.[I-:15]. Product: CCc1cnc(N(CCc2ccc(O)cc2)Cc2ccc(OC(F)(F)F)cc2)nc1. Starting materials: CCN(C(C)C)C(C)C, CCc1cnc(Cl)nc1, Oc1ccc(CCNCc2ccc(OC(F)(F)F)cc2)cc1. Reaction SMILES: [CH:32]([N:33]([CH2:34][CH3:35])[CH:36]([CH3:37])[CH3:38])([CH3:39])[CH3:40].[Cl:23][c:24]1[n:25][cH:26][c:27]([CH2:30][CH3:31])[cH:28][n:29]1.[F:1][C:2]([O:3][c:4]1[cH:5][cH:6][c:7]([CH2:8][NH:9][CH2:10][CH2:11][c:12]2[cH:13][cH:14][c:15]([OH:18])[cH:16][cH:17]2)[cH:19][cH:20]1)([F:21])[F:22]>>[F:1][C:2]([O:3][c:4]1[cH:5][cH:6][c:7]([CH2:8][N:9]([CH2:10][CH2:11][c:12]2[cH:13][cH:14][c:15]([OH:18])[cH:16][cH:17]2)[c:24]2[n:25][cH:26][c:27]([CH2:30][CH3:31])[cH:28][n:29]2)[cH:19][cH:20]1)([F:21])[F:22]. The reactants are CC1=C2C=NNC2=CC=C1O[C@H]1C[C@H](CCC1)N (cis-3-[(4-Methyl-1H-indazol-5-yl)oxy]cyclohexanamine), O.C1(=CC=C(C=C1)S(=O)(=O)O)C (p-toluenesulfonic acid monohydrate), O1CCCC=C1 (3,4-dihydro-2H-pyran), C1(=CC=C(C=C1)S(=O)(=O)[O-])C.[NH+]1=CC=CC=C1 (pyridinium p-toluenesulfonate), [OH-].[Na+] (sodium hydroxide). Solvent: CN1C(CCC1)=O (N-methyl-2-pyrrolidinone), ClCCl (dichloromethane). Conditions: time 17 hour. Yields the product CC1=C2C=NN(C2=CC=C1O[C@H]1C[C@H](CCC1)N)C1OCCCC1 (cis-3-[(4-methyl-1-tetrahydro-2H-pyran-2-yl-1H-indazol-5-yl)oxy]cyclohexanamine). Isolated yield 89.6%. Reaction SMILES: [CH3:1][C:2]1[C:10]([O:11][C@@H:12]2[CH2:17][CH2:16][CH2:15][C@H:14]([NH2:18])[CH2:13]2)=[CH:9][CH:8]=[C:7]2[C:3]=1[CH:4]=[N:5][NH:6]2.[O:19]1[CH:24]=[CH:23][CH2:22][CH2:21][CH2:20]1.C1(C)C=CC(S([O-])(=O)=O)=CC=1.[NH+]1C=CC=CC=1.O.C1(C)C=CC(S(O)(=O)=O)=CC=1.[OH-].[Na+]>ClCCl.CN1CCCC1=O>[CH3:1][C:2]1[C:10]([O:11][C@@H:12]2[CH2:17][CH2:16][CH2:15][C@H:14]([NH2:18])[CH2:13]2)=[CH:9][CH:8]=[C:7]2[C:3]=1[CH:4]=[N:5][N:6]2[CH:20]1[CH2:21][CH2:22][CH2:23][CH2:24][O:19]1 |f:2.3,4.5,6.7|. Procedure: Under nitrogen, the cis-3-[(4-methyl-1H-indazol-5-yl)oxy]cyclohexanamine (500 mg, 2.04 mmol) obtained in Example 411 was suspended in dichloromethane (10 ml), and 3,4-dihydro-2H-pyran (205 μl, 2.24 mmol) and pyridinium p-toluenesulfonate (51 mg, 0.204 mmol) were added thereto, followed by adding thereto p-toluenesulfonic acid monohydrate (387 mg, 2.04 mmol). N-methyl-2-pyrrolidinone (10 ml) was added thereto to effect dissolution, and the resulting solution was stirred as follows: at room temper... Starting materials: [Al+3], [H-], [H-], [H-], [H-], [Li+], [Mg+2], [Na+], O=S(=O)([O-])[O-], CCCCn1c(-c2ccccc2)nc(-c2ccccc2)c1CC(=O)N(Cc1ccc2c(c1)OCO2)Cc1ccc2c(c1)OCO2, C1CCOC1, [OH-], O. Product: CCCCn1c(-c2ccccc2)nc(-c2ccccc2)c1CCN(Cc1ccc2c(c1)OCO2)Cc1ccc2c(c1)OCO2. RXN SMILES: [Al+3:47].[H-:46].[H-:49].[H-:50].[H-:51].[Li+:48].[Mg+2:54].[Na+:53].[O-:55][S:56](=[O:57])(=[O:58])[O-:59].[O:1]1[CH2:2][O:3][c:4]2[c:5]1[cH:6][cH:7][c:8]([CH2:10][N:11]([C:12]([CH2:13][c:14]1[n:15]([CH2:31][CH2:32][CH2:33][CH3:34])[c:16](-[c:25]3[cH:26][cH:27][cH:28][cH:29][cH:30]3)[n:17][c:18]1-[c:19]1[cH:20][cH:21][cH:22][cH:23][cH:24]1)=[O:35])[CH2:36][c:37]1[cH:38][c:39]3[c:40]([cH:44][cH:45]1)[O:41][CH2:42][O:43]3)[cH:9]2.[O:60]1[CH2:61][CH2:62][CH2:63][CH2:64]1.[OH-:52].[OH2:65]>>[O:1]1[CH2:2][O:3][c:4]2[c:5]1[cH:6][cH:7][c:8]([CH2:10][N:11]([CH2:12][CH2:13][c:14]1[n:15]([CH2:31][CH2:32][CH2:33][CH3:34])[c:16](-[c:25]3[cH:26][cH:27][cH:28][cH:29][cH:30]3)[n:17][c:18]1-[c:19]1[cH:20][cH:21][cH:22][cH:23][cH:24]1)[CH2:36][c:37]1[cH:38][c:39]3[c:40]([cH:44][cH:45]1)[O:41][CH2:42][O:43]3)[cH:9]2. RXN SMILES: [NH:1](C(OCC1C=CC=CC=1)=O)[C@H:2]([C:30]([N:32]1[CH2:73][CH2:72][CH2:71][C@H:33]1[C:34]([NH:36][C@H:37]([C:49]([NH:51][C@H:52]([C:56]([NH:58][C@H:59]([C:68]([NH2:70])=[O:69])[CH2:60][C:61]1[CH:66]=[CH:65][C:64]([OH:67])=[CH:63][CH:62]=1)=[O:57])[CH:53]([CH3:55])[CH3:54])=[O:50])[CH2:38][C:39](=[O:48])[O:40]CC1C=CC=CC=1)=[O:35])=[O:31])[CH2:3][CH2:4][CH2:5][NH:6][C:7](=[NH:29])[N:8](C(OCC1C=CC=CC=1)=O)C(OCC1C=CC=CC=1)=O.C([O-])=O.[NH4+]>CO.[Pd]>[NH2:1][C@H:2]([C:30]([N:32]1[CH2:73][CH2:72][CH2:71][C@H:33]1[C:34]([NH:36][C@H:37]([C:49]([NH:51][C@H:52]([C:56]([NH:58][C@H:59]([C:68]([NH2:70])=[O:69])[CH2:60][C:61]1[CH:62]=[CH:63][C:64]([OH:67])=[CH:65][CH:66]=1)=[O:57])[CH:53]([CH3:54])[CH3:55])=[O:50])[CH2:38][C:39](=[O:40])[OH:48])=[O:35])=[O:31])[CH2:3][CH2:4][CH2:5][NH:6][C:7](=[NH:8])[NH2:29] |f:1.2|. Reported procedure: Z-Arg(Z,Z)-Pro-Asp(OBzl)-Val-Tyr-NH2 (0.5 g) was hydrogenated with Pd-black (0.5 g) and ammonium formate (0.5 g) in CH3OH (40 ml) overnight. The catalyst was filtered and the filtrate was removed on rotary evaporator. The residue was dissolved in H2O and lyophilized. The crude peptide was then placed on a Sephadex DEAE column (60 cm×2.5 cm) and eluted with 0.01M NH4HCO3 ; pH 7.9. The flow rate was 90 ml/hr and fractions of 10 ml were collected. The peptide was eluted between tubes 17-29, which w... Product: N[C@@H](CCCNC(N)=N)C(=O)N1[C@H](C(=O)N[C@@H](CC(O)=O)C(=O)N[C@@H](C(C)C)C(=O)N[C@@H](CC2=CC=C(C=C2)O)C(=O)N)CCC1 (Arg-Pro-Asp-Val-Tyr-NH2). The solvent is CO (CH3OH). Reactants: C(=O)[O-].[NH4+] (ammonium formate), N([C@@H](CCCNC(N(C(=O)OCC1=CC=CC=C1)C(=O)OCC1=CC=CC=C1)=N)C(=O)N1[C@H](C(=O)N[C@@H](CC(OCC2=CC=CC=C2)=O)C(=O)N[C@@H](C(C)C)C(=O)N[C@@H](CC2=CC=C(C=C2)O)C(=O)N)CCC1)C(=O)OCC1=CC=CC=C1 (Z-Arg(Z,Z)-Pro-Asp(OBzl)-Val-Tyr-NH2). Isolated yield 102.1%. Reagents/catalysts: [Pd] (Pd). Starting materials: O=C1Nc2c(F)cccc2CN1C1CCN(Cc2ccccc2)CC1, CO. Product: O=C1Nc2c(F)cccc2CN1C1CCNCC1. RXN SMILES: [CH2:1]([c:2]1[cH:3][cH:4][cH:5][cH:6][cH:7]1)[N:8]1[CH2:9][CH2:10][CH:11]([N:14]2[C:15](=[O:25])[NH:16][c:17]3[c:18]([F:24])[cH:19][cH:20][cH:21][c:22]3[CH2:23]2)[CH2:12][CH2:13]1.[CH3:26][OH:27]>>[NH:8]1[CH2:9][CH2:10][CH:11]([N:14]2[C:15](=[O:25])[NH:16][c:17]3[c:18]([F:24])[cH:19][cH:20][cH:21][c:22]3[CH2:23]2)[CH2:12][CH2:13]1.